This data is from the Open Reaction Database (ORD), a public repository of structured organic reaction records. The task is: describe an organic reaction: reactants, conditions, products, and yield Reactants: ONC(OC(C)(C)C)=O (t-butyl N-hydroxycarbamate), C(C)OC1=CC=C(C=C1)\C=C(\C=C\C)/C (1-(4-ethoxyphenyl)-2-methyl-pent-1E,3E-diene), I(=O)(=O)(=O)[O-].C(CCC)[N+](CCCC)(CCCC)CCCC (tetrabutylammonium periodate). Solvent: ClCCl (dichloromethane), ClCCl (dichloromethane). Run at temperature 4 celsius, time 4 hour. The product is C(C)(C)(C)OC(=O)N1OC(C(=CC1C)C)C1=CC=C(C=C1)OCC (2-t-butoxycarbonyl-3,6-dihydro-3,5-dimethyl-6-(4-ethoxyphenyl)-2H-1,2-oxazine). As a reaction SMILES: [OH:1][NH:2][C:3](=[O:9])[O:4][C:5]([CH3:8])([CH3:7])[CH3:6].[CH2:10]([O:12][C:13]1[CH:18]=[CH:17][C:16](/[CH:19]=[C:20](\[CH3:24])/[CH:21]=[CH:22]/[CH3:23])=[CH:15][CH:14]=1)[CH3:11].I([O-])(=O)(=O)=O.C([N+](CCCC)(CCCC)CCCC)CCC>ClCCl>[C:5]([O:4][C:3]([N:2]1[CH:22]([CH3:23])[CH:21]=[C:20]([CH3:24])[CH:19]([C:16]2[CH:15]=[CH:14][C:13]([O:12][CH2:10][CH3:11])=[CH:18][CH:17]=2)[O:1]1)=[O:9])([CH3:8])([CH3:7])[CH3:6] |f:2.3|. Reported procedure: A solution of t-butyl N-hydroxycarbamate (11.14 g, 84 mmol) in dichloromethane (300 ml) was added dropwise over 25 mins to a stirred mixture of 1-(4-ethoxyphenyl)-2-methyl-pent-1E,3E-diene (8.46 g, 42 mmol) and tetrabutylammonium periodate (32.6 g, 75 mmol) in dichloromethane (300 ml) cooled to 4° C. under nitrogen atmosphere. After stirring for 4 h at 3-4° C. the reaction mixture was washed with 2M aqueous sodium carbonate containing sodium metabisulphite and then twice with water. The dichloro...